From a dataset of the Open Reaction Database (ORD), a public repository of structured organic reaction records. describe an organic reaction: reactants, conditions, products, and yield The reactants are [N-]=C=O (isocyanate), [N-]=C=O (isocyanate), C1(=CC=CC=C1)CCCCN (4-(phenyl)butylamine). The product is N(=C=O)CCCCC1=CC=CC=C1 ((4-Isocyanato-butyl)-benzene). Isolated yield 84.0%. Reaction SMILES: [N-:1]=[C:2]=[O:3].[C:4]1([CH2:10][CH2:11][CH2:12][CH2:13]N)[CH:9]=[CH:8][CH:7]=[CH:6][CH:5]=1>>[N:1]([CH2:13][CH2:12][CH2:11][CH2:10][C:4]1[CH:9]=[CH:8][CH:7]=[CH:6][CH:5]=1)=[C:2]=[O:3]. Procedure: Following the synthetic procedure of 4b′ as described in Example 17, isocyanate 4c′ (84% yield) was synthesized from 4-(phenyl)butylamine as an oil. 1H-NMR (CDCl3) δ1.61-1.78 (m, 4H), 2.66 (t, J=7.5 Hz, 2H), 3.32 (t, J=6.5 Hz, 2H), 7.17-7.23 (m, 3H), 7.26-7.32 (m, 2H). Starting materials: Cc1cc(OCc2cccc([N+](=O)[O-])c2C#N)ccc1Cl, Cl, [K+], [OH-], Cl[Sn]Cl. The product is Cc1cc(OCc2cccc(N)c2C#N)ccc1Cl. As a reaction SMILES: [Cl:5][c:6]1[c:7]([CH3:25])[cH:8][c:9]([O:10][CH2:11][c:12]2[c:13]([C:14]#[N:15])[c:16]([N+:20]([O-:21])=[O:22])[cH:17][cH:18][cH:19]2)[cH:23][cH:24]1.[ClH:4].[K+:27].[OH-:26].[Sn:1]([Cl:2])[Cl:3]>>[Cl:5][c:6]1[c:7]([CH3:25])[cH:8][c:9]([O:10][CH2:11][c:12]2[c:13]([C:14]#[N:15])[c:16]([NH2:20])[cH:17][cH:18][cH:19]2)[cH:23][cH:24]1. Reactants: OC(CBr)CCBr, O=C([O-])[O-], CCCCCCCCc1ccc(N)cc1, CCOC(C)=O, [K+], [K+], O. Yields the product CCCCCCCCc1ccc(N2CCC(O)C2)cc1. Reaction SMILES: [Br:1][CH2:2][CH:3]([CH2:4][CH2:5][Br:6])[OH:7].[C:23](=[O:24])([O-:25])[O-:26].[CH2:8]([CH2:9][CH2:10][CH2:11][CH2:12][CH2:13][CH2:14][CH3:15])[c:16]1[cH:17][cH:18][c:19]([NH2:20])[cH:21][cH:22]1.[CH3:30][CH2:31][O:32][C:33]([CH3:34])=[O:35].[K+:27].[K+:28].[OH2:29]>>[CH2:2]1[CH:3]([OH:7])[CH2:4][CH2:5][N:20]1[c:19]1[cH:18][cH:17][c:16]([CH2:8][CH2:9][CH2:10][CH2:11][CH2:12][CH2:13][CH2:14][CH3:15])[cH:22][cH:21]1. As a reaction SMILES: [C:33](=[O:34])([O-:35])[O-:36].[CH2:1]([CH3:2])[O:3][c:4]1[c:5]2[c:6]([c:7]([O:26][CH2:27][CH3:28])[c:8]3[c:12]1[CH2:11][N:10]([c:13]1[cH:14][cH:15][c:16]([CH2:19][C:20](=[O:21])[O:22][CH2:23][CH3:24])[cH:17][cH:18]1)[C:9]3=[O:25])[cH:29][cH:30][cH:31][cH:32]2.[CH3:39][CH2:40][OH:41].[K+:37].[K+:38].[OH2:42]>>[CH2:1]([CH3:2])[O:3][c:4]1[c:5]2[c:6]([c:7]([O:26][CH2:27][CH3:28])[c:8]3[c:12]1[CH2:11][N:10]([c:13]1[cH:14][cH:15][c:16]([CH2:19][C:20](=[O:21])[OH:22])[cH:17][cH:18]1)[C:9]3=[O:25])[cH:29][cH:30][cH:31][cH:32]2. Yields the product CCOc1c2c(c(OCC)c3ccccc13)C(=O)N(c1ccc(CC(=O)O)cc1)C2. The reactants are O=C([O-])[O-], CCOC(=O)Cc1ccc(N2Cc3c(c(OCC)c4ccccc4c3OCC)C2=O)cc1, CCO, [K+], [K+], O. Starting materials: N1C=C(C2=CC=CC=C12)C=O (1H-indole-3-carboxaldehyde), ClC1=C(C=CC=C1Cl)S(=O)(=O)Cl (2,3-dichlorophenylsulfonyl chloride), C(C)(C)N(CC)C(C)C (diisopropylethylamine), C(O)([O-])=O.[Na+] (sodium hydrogencarbonate). Solvent: C(Cl)Cl (methylene chloride). Reaction conditions: time 8 hour. Yields the product ClC1=C(C=CC=C1Cl)S(=O)(=O)N1C=C(C2=CC=CC=C12)C=O (1-(2,3-dichlorophenylsulfonyl)-1H-indole-3-carboxaldehyde). Isolated yield 80.2%. As a reaction SMILES: [NH:1]1[C:9]2[C:4](=[CH:5][CH:6]=[CH:7][CH:8]=2)[C:3]([CH:10]=[O:11])=[CH:2]1.[Cl:12][C:13]1[C:18]([Cl:19])=[CH:17][CH:16]=[CH:15][C:14]=1[S:20](Cl)(=[O:22])=[O:21].C(N(C(C)C)CC)(C)C.C(=O)([O-])O.[Na+]>C(Cl)Cl>[Cl:12][C:13]1[C:18]([Cl:19])=[CH:17][CH:16]=[CH:15][C:14]=1[S:20]([N:1]1[C:9]2[C:4](=[CH:5][CH:6]=[CH:7][CH:8]=2)[C:3]([CH:10]=[O:11])=[CH:2]1)(=[O:22])=[O:21] |f:3.4|. Reported procedure: A solution of 1H-indole-3-carboxaldehyde (0.290 g, 2.00 mmol) in methylene chloride (4 mL) was added with 2,3-dichlorophenylsulfonyl chloride (0.589 g, 2.40 mmol) and diisopropylethylamine (0.310 g, 2.40 mmol), and the mixture was stirred overnight at room temperature. The reaction mixture was added with saturated aqueous sodium hydrogencarbonate to terminate the reaction, and then extracted three times with methylene chloride. The organic layer was dried over anhydrous magnesium sulfate, then t... Procedure details: Sodium hydride (0.27 g, 8 mmol) was added in portions to cyclopropylmethanol (CAN 2516-33-8, 6 mL) and the mixture was stirred at room temperature for 2 hours. 6-Chloro-5-(3,3-difluoro-pyrrolidin-1-yl)-pyridine-2-carboxylic acid methyl ester (0.45 g, 1.6 mmol) was added to the mixture and the resulting solution was stirred in a sealed tube at 110° C. overnight. After concentration under reduced pressure, water (15 mL) was added to the residue and the solution was acidified with hydrochloric acid... Starting materials: [H-].[Na+] (Sodium hydride), C1(CC1)CO (cyclopropylmethanol), COC(=O)C1=NC(=C(C=C1)N1CC(CC1)(F)F)Cl (6-Chloro-5-(3,3-difluoro-pyrrolidin-1-yl)-pyridine-2-carboxylic acid methyl ester). As a reaction SMILES: [H-].[Na+].[CH:3]1([CH2:6][OH:7])[CH2:5][CH2:4]1.C[O:9][C:10]([C:12]1[CH:17]=[CH:16][C:15]([N:18]2[CH2:22][CH2:21][C:20]([F:24])([F:23])[CH2:19]2)=[C:14](Cl)[N:13]=1)=[O:11]>>[CH:3]1([CH2:6][O:7][C:14]2[N:13]=[C:12]([C:10]([OH:11])=[O:9])[CH:17]=[CH:16][C:15]=2[N:18]2[CH2:22][CH2:21][C:20]([F:24])([F:23])[CH2:19]2)[CH2:5][CH2:4]1 |f:0.1|. The product is C1(CC1)COC1=C(C=CC(=N1)C(=O)O)N1CC(CC1)(F)F (6-Cyclopropylmethoxy-5-(3,3-difluoro-pyrrolidin-1-yl)-pyridine-2-carboxylic acid). Reaction conditions: time 2 hour. The reactants are CC(C)(C)OC(=O)N1CCCC1C(=O)O, CC(C)(C)NS(=O)(=O)c1ccccc1-c1ccc(N)c(F)c1, CCOCC, O=C(Cl)C(=O)Cl, c1ccncc1. Yields the product CC(C)(C)NS(=O)(=O)c1ccccc1-c1ccc(NC(=O)C2CCCN2C(=O)OC(C)(C)C)c(F)c1. RXN SMILES: [C:1]([CH3:2])([CH3:3])([CH3:4])[O:5][C:6](=[O:7])[N:8]1[CH:9]([C:13](=[O:14])[OH:15])[CH2:10][CH2:11][CH2:12]1.[C:28]([CH3:29])([CH3:30])([CH3:31])[NH:32][S:33](=[O:34])(=[O:35])[c:36]1[c:37](-[c:42]2[cH:43][c:44]([F:49])[c:45]([NH2:48])[cH:46][cH:47]2)[cH:38][cH:39][cH:40][cH:41]1.[CH3:50][CH2:51][O:52][CH2:53][CH3:54].[Cl:22][C:23]([C:24]([Cl:25])=[O:26])=[O:27].[cH:16]1[cH:17][cH:18][n:19][cH:20][cH:21]1>>[C:1]([CH3:2])([CH3:3])([CH3:4])[O:5][C:6](=[O:7])[N:8]1[CH:9]([C:13](=[O:15])[NH:48][c:45]2[c:44]([F:49])[cH:43][c:42](-[c:37]3[c:36]([S:33]([NH:32][C:28]([CH3:29])([CH3:30])[CH3:31])(=[O:34])=[O:35])[cH:41][cH:40][cH:39][cH:38]3)[cH:47][cH:46]2)[CH2:10][CH2:11][CH2:12]1.